This data is from the Open Reaction Database (ORD), a public repository of structured organic reaction records. The task is: describe an organic reaction: reactants, conditions, products, and yield Reactants: [OH-].[Na+] (sodium hydroxide), IC1=C(C=CC=C1)CC#N (2-(2-iodophenyl)acetonitrile), C(C)O.O (ethanol water), resultant solution. Yields the product IC1=C(C=CC=C1)CC(=O)O (2-(2-iodophenyl)acetic acid). RXN SMILES: [I:1][C:2]1[CH:7]=[CH:6][CH:5]=[CH:4][C:3]=1[CH2:8][C:9]#N.[OH-:11].[Na+].C(O)C.[OH2:16]>>[I:1][C:2]1[CH:7]=[CH:6][CH:5]=[CH:4][C:3]=1[CH2:8][C:9]([OH:16])=[O:11] |f:1.2,3.4|. Reported procedure: A solution of 2-(2-iodophenyl)acetonitrile (2.82 g) in a mixture of 1:1 (v/v) ethanol/water (70 ml) was treated with sodium hydroxide (2.4 g) and stirred at reflux for 4 hours. The resultant solution was cooled to ambient temperature, concentrated to 30 ml, diluted with water (100 ml) and washed with ethyl acetate (2×100 ml). The organic layers were combined and extracted with 2M aqueous sodium hydroxide solution (100 ml). The aqueous layer was acidified to pH 1 with concentrated hydrochloric ac... The reactants are CC(C)(C)C(=O)Cl, Cl, Cn1nc(N)c(C#N)c1N, c1ccncc1. Product: Cn1nc(NC(=O)C(C)(C)C)c(C#N)c1N. Reaction SMILES: [C:1]([C:2]([CH3:3])([CH3:4])[CH3:5])(=[O:6])[Cl:7].[ClH:18].[NH2:8][c:9]1[n:10][n:11]([CH3:17])[c:12]([NH2:16])[c:13]1[C:14]#[N:15].[cH:19]1[cH:20][cH:21][n:22][cH:23][cH:24]1>>[C:1]([C:2]([CH3:3])([CH3:4])[CH3:5])(=[O:6])[NH:8][c:9]1[n:10][n:11]([CH3:17])[c:12]([NH2:16])[c:13]1[C:14]#[N:15]. Starting materials: CO (methanol), C([O-])([O-])=O.[K+].[K+] (potassium carbonate), C(C)(=O)OC=1C=C(C(=O)NC2=C(C(=O)O)C=CC(=C2)OC2=CC=CC=C2)C=CC1 (2-(3-acetoxybenzamido)-4-phenoxybenzoic acid), C(CC(O)(C(=O)O)CC(=O)O)(=O)O (citric acid). Solvent: O1CCCC1 (tetrahydrofuran). Conditions: time 2 hour. Product: OC=1C=C(C(=O)NC2=C(C(=O)O)C=CC(=C2)OC2=CC=CC=C2)C=CC1 (2-(3-hydroxybenzamido)-4-phenoxybenzoic acid). The yield is 61.6%. Reaction SMILES: CO.C(=O)([O-])[O-].[K+].[K+].C([O:12][C:13]1[CH:14]=[C:15]([CH:35]=[CH:36][CH:37]=1)[C:16]([NH:18][C:19]1[CH:27]=[C:26]([O:28][C:29]2[CH:34]=[CH:33][CH:32]=[CH:31][CH:30]=2)[CH:25]=[CH:24][C:20]=1[C:21]([OH:23])=[O:22])=[O:17])(=O)C.C(O)(=O)CC(CC(O)=O)(C(O)=O)O>O1CCCC1>[OH:12][C:13]1[CH:14]=[C:15]([CH:35]=[CH:36][CH:37]=1)[C:16]([NH:18][C:19]1[CH:27]=[C:26]([O:28][C:29]2[CH:34]=[CH:33][CH:32]=[CH:31][CH:30]=2)[CH:25]=[CH:24][C:20]=1[C:21]([OH:23])=[O:22])=[O:17] |f:1.2.3|. Procedure: 0.50 mL of methanol, 0.50 mL of tetrahydrofuran and 4.2 mg of potassium carbonate were added sequentially to 8.0 mg of 2-(3-acetoxybenzamido)-4-phenoxybenzoic acid at room temperature and stirred at the same temperature for 2 hours. 10% citric acid aqueous solution was added to the reaction mixture and a solid substance was separated by filtration to obtain 4.4 mg of 2-(3-hydroxybenzamido)-4-phenoxybenzoic acid as whine solid.